From a dataset of the Open Reaction Database (ORD), a public repository of structured organic reaction records. describe an organic reaction: reactants, conditions, products, and yield Reactants: C(C1=CC=CC=C1)N(CC(=O)C1=CC=C(NS(=O)(=O)C)C=C1)CC1=CC=CC=C1 (4'-(2-Dibenzylaminoacetyl)methanesulfonanilide), O (H2O), Cl (HCl), [H][H] (hydrogen), [H][H] (hydrogen). Reagents/catalysts: [Pd] (Pd/C). The solvent is CO (MeOH). The product is NCC(O)C1=CC=C(NS(=O)(=O)C)C=C1 (4'-(2-Amino-1-hydroxyethyl)methanesulfonanilide). Reaction SMILES: C([N:8](CC1C=CC=CC=1)[CH2:9][C:10]([C:12]1[CH:22]=[CH:21][C:15]([NH:16][S:17]([CH3:20])(=[O:19])=[O:18])=[CH:14][CH:13]=1)=[O:11])C1C=CC=CC=1.O.Cl.[H][H]>[Pd].CO>[NH2:8][CH2:9][CH:10]([C:12]1[CH:22]=[CH:21][C:15]([NH:16][S:17]([CH3:20])(=[O:19])=[O:18])=[CH:14][CH:13]=1)[OH:11]. Procedure details: 4'-(2-Dibenzylaminoacetyl)methanesulfonanilide (XXVI) (32.7 g) and Pd/C catalyst (1.5 g) were combined in MeOH (200 ml), H2O (25 ml), and concentrated HCl (6.6 ml) and shaken for 24 hours at 35° C. and 3 atmospheres pressure of hydrogen gas in a Parr hydrogenator, by which time three equivalents of hydrogen had been consumed. The catalyst was filtered off and the filtrate was evaporated to a white solid, which was recrystallized twice from 2-PrOH/H2O. This yielded 4.3 g of Compound (XXV).HCl, m.... The reactants are BrC1=CC(=C(N)C=C1F)I (4-bromo-5-fluoro-2-iodoaniline), CN(C)C=O (DMF), C([O-])(O)=O.[Na+] (sodium bicarbonate), C(C=C)(=O)OCC (ethyl acrylate). The solvent is O (water). Reaction conditions: temperature 100 celsius. Yields the product NC1=C(C=C(C(=C1)F)Br)/C=C/C(=O)OCC ((E)-ethyl 3-(2-amino-5-bromo-4-fluorophenyl)acrylate). Isolated yield 77.3%. RXN SMILES: [Br:1][C:2]1[C:8]([F:9])=[CH:7][C:5]([NH2:6])=[C:4](I)[CH:3]=1.C(=O)(O)[O-].[Na+].[C:16]([O:20][CH2:21][CH3:22])(=[O:19])[CH:17]=[CH2:18].CN(C=O)C>O>[NH2:6][C:5]1[CH:7]=[C:8]([F:9])[C:2]([Br:1])=[CH:3][C:4]=1/[CH:18]=[CH:17]/[C:16]([O:20][CH2:21][CH3:22])=[O:19] |f:1.2|. Reported procedure: To a vial was added, 4-bromo-5-fluoro-2-iodoaniline (5.67 g, 17.95 mmol), PdOAc2 (0.201 g, 0.897 mmol), sodium bicarbonate (3.77 g, 44.9 mmol), ethyl acrylate (2.049 ml, 18.85 mmol) and DMF (12.0 ml). The reaction was heated for 3 hour at 100° C. The reaction was cooled to RT, diluted with water and extracted with DCM (3×). The combined organics were washed with water and brine, dried over magnesium sulfate, filtered and concentrated. The resulting material was triturated with heptane overnight ...